Dataset: the Open Reaction Database (ORD), a public repository of structured organic reaction records. Task: describe an organic reaction: reactants, conditions, products, and yield The reactants are CC1=C(OC2=C1C=CC=C2)CC2NCCCC2 ((RS)-2-(3-methyl-benzofuran-2-ylmethyl)-piperidine), FC1=CC=C(C=C1)C1=C(N=C(S1)C)C(=O)O (5-(4-fluoro-phenyl)-2-methyl-thiazole-4-carboxylic acid). The product is FC1=CC=C(C=C1)C1=C(N=C(S1)C)C(=O)N1C(CCCC1)CC=1OC2=C(C1C)C=CC=C2 ((RS)-1-[5-(4-Fluoro-phenyl)-2-methyl-thiazol-4-yl]-1-[2-(3-methyl-benzofuran-2-ylmethyl)-piperidin-1-yl]-methanone). As a reaction SMILES: [CH3:1][C:2]1[C:6]2[CH:7]=[CH:8][CH:9]=[CH:10][C:5]=2[O:4][C:3]=1[CH2:11][CH:12]1[CH2:17][CH2:16][CH2:15][CH2:14][NH:13]1.[F:18][C:19]1[CH:24]=[CH:23][C:22]([C:25]2[S:29][C:28]([CH3:30])=[N:27][C:26]=2[C:31](O)=[O:32])=[CH:21][CH:20]=1>>[F:18][C:19]1[CH:20]=[CH:21][C:22]([C:25]2[S:29][C:28]([CH3:30])=[N:27][C:26]=2[C:31]([N:13]2[CH2:14][CH2:15][CH2:16][CH2:17][CH:12]2[CH2:11][C:3]2[O:4][C:5]3[CH:10]=[CH:9][CH:8]=[CH:7][C:6]=3[C:2]=2[CH3:1])=[O:32])=[CH:23][CH:24]=1. Procedure: The title compound (18 mg) was prepared from (RS)-2-(3-methyl-benzofuran-2-ylmethyl)-piperidine, D74 (92 mg) and 5-(4-fluoro-phenyl)-2-methyl-thiazole-4-carboxylic acid (190 mg) according to a procedure similar to that described for Example 4. The reactants are CCCCNC(=O)NS(=O)(=O)c1c(C)nn(C)c1OC, O=C(Cl)Cl, c1ccccc1. The product is COc1c(S(=O)(=O)N=C=O)c(C)nn1C. Reaction SMILES: [CH2:1]([NH:2][C:6](=[O:7])[NH:8][S:9](=[O:10])(=[O:11])[c:12]1[c:13]([CH3:20])[n:14][n:15]([CH3:19])[c:16]1[O:17][CH3:18])[CH2:3][CH2:4][CH3:5].[Cl:21][C:22](=[O:23])[Cl:24].[cH:25]1[cH:26][cH:27][cH:28][cH:29][cH:30]1>>[C:6](=[O:7])=[N:8][S:9](=[O:10])(=[O:11])[c:12]1[c:13]([CH3:20])[n:14][n:15]([CH3:19])[c:16]1[O:17][CH3:18]. Starting materials: NC1=CC=CC=C1 (aniline), NC(=O)N (urea), C(#N)C1=CC=C(N)C=C1 (4–Cyanoaniline). Solvent: O (water). Reaction conditions: time 8 hour. Yields the product N=C1CC=C(C=C1)N=NC1=CC=C(C=C1)C#N (4-imino-4′-cyano-azobenzene). Isolated yield 62.2%. Reaction SMILES: [C:1]([C:3]1[CH:9]=[CH:8][C:6]([NH2:7])=[CH:5][CH:4]=1)#[N:2].[NH2:10][C:11]1[CH:16]=[CH:15][CH:14]=[CH:13][CH:12]=1.[NH2:17]C(N)=O>O>[NH:10]=[C:11]1[CH:16]=[CH:15][C:14]([N:17]=[N:7][C:6]2[CH:8]=[CH:9][C:3]([C:1]#[N:2])=[CH:4][CH:5]=2)=[CH:13][CH2:12]1. Procedure details: 8.6 g 4–Cyanoaniline were diazotised, analogously to 1.1.2. The reaction mixture was slowly added at 5 to 10° C. to a solution of 6.5 g aniline and 3 g urea in 60 ml water and was stirred at room temperature overnight. The precipitate was filtered off under suction, washed with water and dried. 6.9 g of the orange-coloured 4-imino-4′-cyano-azobenzene were obtained, and were used further without purification. The further synthesis of the monomer was effected analogously to 1.1.1. Monomer 1.1.10 h...